This data is from the Open Reaction Database (ORD), a public repository of structured organic reaction records. The task is: describe an organic reaction: reactants, conditions, products, and yield The reactants are N#N (N2), C(C)OC(=O)C=1N=C(OC1)C(O[SiH2]C(C)(C)C)(C)C (2-(tert-butyl-dimethyl-silanyloxymethyl)-oxazole-4-carboxylic acid ethyl ester), CC(C)C[AlH]CC(C)C (DiBAL). Solvent: C1CCOC1 (THF), C1(=CC=CC=C1)C (toluene), CC(OCC)=O (EA), [C@@H]([C@H](C(=O)[O-])O)(C(=O)[O-])O.[Na+].[K+] (Rochelle's salt). Conditions: temperature 0 celsius, time 45 minute. Product: C(C)(C)(C)[SiH2]OC(C=1OC=C(N1)CO)(C)C ([2-(tert-Butyl-dimethyl-silanyloxymethyl)-oxazol-4-yl]-methanol). RXN SMILES: N#N.C([O:5][C:6]([C:8]1[N:9]=[C:10]([C:13]([CH3:21])([CH3:20])[O:14][SiH2:15][C:16]([CH3:19])([CH3:18])[CH3:17])[O:11][CH:12]=1)=O)C.CC(C[AlH]CC(C)C)C>C1COCC1.C1(C)C=CC=CC=1.CC(=O)OCC.[C@H](O)(C([O-])=O)[C@@H](O)C([O-])=O.[Na+].[K+]>[C:16]([SiH2:15][O:14][C:13]([CH3:21])([CH3:20])[C:10]1[O:11][CH:12]=[C:8]([CH2:6][OH:5])[N:9]=1)([CH3:19])([CH3:17])[CH3:18] |f:6.7.8|. Procedure details: In a flame dried round-bottomed flask equipped with a magnetic stir bar and under inert atmosphere (N2), a solution of 2-(tert-butyl-dimethyl-silanyloxymethyl)-oxazole-4-carboxylic acid ethyl ester (830 mg, 2.91 mmol) in THF (15.0 mL) was treated at 0° C. with DiBAL (11.6 mL of a 1M sol in toluene, 11.60 mmol) and the reaction mixture was stirred for 45 min at 0° C. The reaction mixture was then diluted with EA (5.0 mL), sat. aq. Rochelle's salt (20.0 mL) was added and the mixture stirred at rt ... The reactants are CC#CC(=O)O, C1CCOC1, CN1CCOCC1, CC(C)COC(=O)Cl, N#Cc1cnc2ccc(N)cc2c1Nc1ccc(F)c(F)c1, CN(C)C=O, O. Yields the product CC#CC(=O)Nc1ccc2ncc(C#N)c(Nc3ccc(F)c(F)c3)c2c1. Reaction SMILES: [C:1]([C:2]#[C:3][CH3:4])(=[O:5])[OH:6].[CH2:44]1[O:45][CH2:46][CH2:47][CH2:48]1.[CH3:7][N:8]1[CH2:9][CH2:10][O:11][CH2:12][CH2:13]1.[Cl:14][C:15]([O:16][CH2:17][CH:18]([CH3:19])[CH3:20])=[O:21].[NH2:22][c:23]1[cH:24][c:25]2[c:26]([NH:35][c:36]3[cH:37][c:38]([F:43])[c:39]([F:42])[cH:40][cH:41]3)[c:27]([C:33]#[N:34])[cH:28][n:29][c:30]2[cH:31][cH:32]1.[O:49]=[CH:50][N:51]([CH3:52])[CH3:53].[OH2:54]>>[C:1]([C:2]#[C:3][CH3:4])(=[O:6])[NH:22][c:23]1[cH:24][c:25]2[c:26]([NH:35][c:36]3[cH:37][c:38]([F:43])[c:39]([F:42])[cH:40][cH:41]3)[c:27]([C:33]#[N:34])[cH:28][n:29][c:30]2[cH:31][cH:32]1. The reactants are COC(=O)COc1ccc(OCC#Cc2cc(C#CCN3CCCCC3)cc(C#Cc3ccc(C(F)(F)F)cc3)c2)cc1C, CCO, [Na+], [OH-]. The product is Cc1cc(OCC#Cc2cc(C#CCN3CCCCC3)cc(C#Cc3ccc(C(F)(F)F)cc3)c2)ccc1OCC(=O)O. RXN SMILES: [CH3:1][O:2][C:3]([CH2:4][O:5][c:6]1[c:7]([CH3:43])[cH:8][c:9]([O:12][CH2:13][C:14]#[C:15][c:16]2[cH:17][c:18]([C:34]#[C:35][CH2:36][N:37]3[CH2:38][CH2:39][CH2:40][CH2:41][CH2:42]3)[cH:19][c:20]([C:22]#[C:23][c:24]3[cH:25][cH:26][c:27]([C:30]([F:31])([F:32])[F:33])[cH:28][cH:29]3)[cH:21]2)[cH:10][cH:11]1)=[O:44].[CH3:45][CH2:46][OH:47].[Na+:49].[OH-:48]>>[O:2]=[C:3]([CH2:4][O:5][c:6]1[c:7]([CH3:43])[cH:8][c:9]([O:12][CH2:13][C:14]#[C:15][c:16]2[cH:17][c:18]([C:34]#[C:35][CH2:36][N:37]3[CH2:38][CH2:39][CH2:40][CH2:41][CH2:42]3)[cH:19][c:20]([C:22]#[C:23][c:24]3[cH:25][cH:26][c:27]([C:30]([F:31])([F:32])[F:33])[cH:28][cH:29]3)[cH:21]2)[cH:10][cH:11]1)[OH:44].